This data is from the Open Reaction Database (ORD), a public repository of structured organic reaction records. The task is: describe an organic reaction: reactants, conditions, products, and yield The reactants are BrCCCOC=1C=C(C=CC1)C1=NOC2=C1SC=C2 (3-[3-(3-bromo-propoxy)-phenyl]-thieno[2,3-d]isoxazole), ClCCCOC=1C=C(C=CC1)C1=NOC2=C1SC=C2 (3-[3-(3-chloro-propoxy)-phenyl]-thieno[2,3-d]isoxazole), O.Cl.NCC1=CC=C(C=C1)S(=O)(=O)N (4-(aminomethyl) benzenesulfonamide hydrochloride monohydrate), C([O-])([O-])=O.[K+].[K+] (potassium carbonate). The product is O1N=C(C2=C1C=CS2)C=2C=C(OCCCNCC1=CC=C(C=C1)S(=O)(=O)N)C=CC2 (4-{[3-(3-thieno[2,3-d]isoxazol-3-yl-phenoxy)-propylamino]-methyl}-benzenesulfonamide). The yield is 27.0%. As a reaction SMILES: Br[CH2:2][CH2:3][CH2:4][O:5][C:6]1[CH:7]=[C:8]([C:12]2[C:16]3[S:17][CH:18]=[CH:19][C:15]=3[O:14][N:13]=2)[CH:9]=[CH:10][CH:11]=1.ClCCCOC1C=C(C2C3SC=CC=3ON=2)C=CC=1.O.Cl.[NH2:41][CH2:42][C:43]1[CH:48]=[CH:47][C:46]([S:49]([NH2:52])(=[O:51])=[O:50])=[CH:45][CH:44]=1.C(=O)([O-])[O-].[K+].[K+]>>[O:14]1[C:15]2[CH:19]=[CH:18][S:17][C:16]=2[C:12]([C:8]2[CH:7]=[C:6]([CH:11]=[CH:10][CH:9]=2)[O:5][CH2:4][CH2:3][CH2:2][NH:41][CH2:42][C:43]2[CH:44]=[CH:45][C:46]([S:49]([NH2:52])(=[O:50])=[O:51])=[CH:47][CH:48]=2)=[N:13]1 |f:2.3.4,5.6.7|. Procedure: The title compound is prepared from a mixture of 3-[3-(3-bromo-propoxy)-phenyl]-thieno[2,3-d]isoxazole, 3-[3-(3-chloro-propoxy)-phenyl]-thieno[2,3-d]isoxazole, 4-(aminomethyl) benzenesulfonamide hydrochloride monohydrate and potassium carbonate essentially as described above in example 4 except that the column is eluted using a graded solvent mixture of dichloromethane:methanol (95:5). Combine the appropriate fractions and concentrate to give the title compound (0.12 g, 27% Yield) as a solid. Pu... Starting materials: Brc1ccc2cc[nH]c2c1, C1CCOC1, C[Si](C)(C)[N-][Si](C)(C)C, [Li+], CC(C)(C)OC(=O)N1CCNCC1, O=C(C=Cc1ccccc1)C=Cc1ccccc1, O=C(C=Cc1ccccc1)C=Cc1ccccc1, O=C(C=Cc1ccccc1)C=Cc1ccccc1, [Pd], [Pd]. Product: CC(C)(C)OC(=O)N1CCN(c2ccc3cc[nH]c3c2)CC1. RXN SMILES: [Br:14][c:15]1[cH:16][cH:17][c:18]2[cH:19][cH:20][nH:21][c:22]2[cH:23]1.[CH2:90]1[O:91][CH2:92][CH2:93][CH2:94]1.[CH3:24][Si:25]([CH3:26])([CH3:27])[N-:28][Si:29]([CH3:30])([CH3:31])[CH3:32].[Li+:33].[N:1]1([C:7](=[O:8])[O:9][C:10]([CH3:11])([CH3:12])[CH3:13])[CH2:2][CH2:3][NH:4][CH2:5][CH2:6]1.[O:36]=[C:37]([CH:38]=[CH:39][c:40]1[cH:41][cH:42][cH:43][cH:44][cH:45]1)[CH:46]=[CH:47][c:48]1[cH:49][cH:50][cH:51][cH:52][cH:53]1.[O:54]=[C:55]([CH:56]=[CH:57][c:58]1[cH:59][cH:60][cH:61][cH:62][cH:63]1)[CH:64]=[CH:65][c:66]1[cH:67][cH:68][cH:69][cH:70][cH:71]1.[O:72]=[C:73]([CH:74]=[CH:75][c:76]1[cH:77][cH:78][cH:79][cH:80][cH:81]1)[CH:82]=[CH:83][c:84]1[cH:85][cH:86][cH:87][cH:88][cH:89]1.[Pd:34].[Pd:35]>>[N:1]1([C:7](=[O:8])[O:9][C:10]([CH3:11])([CH3:12])[CH3:13])[CH2:2][CH2:3][N:4]([c:15]2[cH:16][cH:17][c:18]3[cH:19][cH:20][nH:21][c:22]3[cH:23]2)[CH2:5][CH2:6]1. Starting materials: C([O-])([O-])=O.[Na+].[Na+] (sodium carbonate), CC1(OB(OC1(C)C)C=1C=NN(C1)C(=O)OC(C)(C)C)C (tert-butyl 4-(4,4,5,5-tetramethyl-1,3,2-dioxaborolan-2-yl)-1H-pyrazol-1-carboxylate), BrC=1C=C(C=NC1)N (5-bromopyridin-3-amine). Reagents/catalysts: CC(C)([P](C(C)(C)C)([Pd][P](C(C)(C)C)(C(C)(C)C)C(C)(C)C)C(C)(C)C)C (bis(tri-tert-butylphosphine)palladium). The solvent is O (Water), O1CCCC1 (tetrahydrofuran), O (Water). Reaction conditions: time 2.75 hour. Yields the product C(C)(C)(C)OC(=O)N1N=CC(=C1)C=1C=NC=C(C1)N (tert-butyl-4-(5-aminopyridin-3-yl)-1H-pyrazol-1-carboxylate). Yield: 34.6%. Reaction SMILES: C(=O)([O-])[O-].[Na+].[Na+].CC1(C)C(C)(C)OB([C:15]2[CH:16]=[N:17][N:18]([C:20]([O:22][C:23]([CH3:26])([CH3:25])[CH3:24])=[O:21])[CH:19]=2)O1.Br[C:29]1[CH:30]=[C:31]([NH2:35])[CH:32]=[N:33][CH:34]=1>CC(C)([P](C(C)(C)C)([Pd][P](C(C)(C)C)(C(C)(C)C)C(C)(C)C)C(C)(C)C)C.O.O1CCCC1>[C:23]([O:22][C:20]([N:18]1[CH:19]=[C:15]([C:29]2[CH:34]=[N:33][CH:32]=[C:31]([NH2:35])[CH:30]=2)[CH:16]=[N:17]1)=[O:21])([CH3:24])([CH3:25])[CH3:26] |f:0.1.2,^1:38,44|. Reported procedure: Water (0.5 ml), sodium carbonate (92 mg), tert-butyl 4-(4,4,5,5-tetramethyl-1,3,2-dioxaborolan-2-yl)-1H-pyrazol-1-carboxylate (203 mg), and bis(tri-tert-butylphosphine)palladium (30 mg) were added to a tetrahydrofuran (4.5 ml) solution containing 5-bromopyridin-3-amine (100 mg) in a nitrogen atmosphere, followed by stirring for 2.75 hours. Water was added to the reaction solution, followed by extraction with ethyl acetate. The organic layer was washed with saturated saline and dried over anhydro... The reactants are 2p-toluenesulfonic acid, N[C@@H](CC1=CNC=N1)C(=O)N[C@@H](CC(C)C)C=NNC(=O)N (L-histidyl-L-leucinal semicarbazone), C1(=CC=CC2=CC=CC=C12)CNC(=O)C(C(=O)O)CC1=CC=CC=C1 ((±)-2-(1-naphthylmethylcarbamoyl)-3-phenylpropionic acid), C(=O)(N1C=NC=C1)N1C=NC=C1 (1,1'-carbonyldiimidazole), ClCCl (dichloromethane). The solvent is CN(C=O)C (N,N-dimethylformamide), C(C)N(CC)CC (triethylamine). Reaction conditions: time 40 minute. The product is C1(=CC=CC2=CC=CC=C12)CNC(=O)C(C(=O)N[C@@H](CC1=CNC=N1)C(=O)N[C@@H](CC(C)C)C=NNC(=O)N)CC1=CC=CC=C1 (N-[(±)-2-(1-naphthylmethylcarbamoyl)-3-phenylpropionyl]-L-histidyl-L-leucinal semicarbazone). Isolated yield 12.6%. RXN SMILES: [C:1]1([CH2:11][NH:12][C:13]([CH:15]([CH2:19][C:20]2[CH:25]=[CH:24][CH:23]=[CH:22][CH:21]=2)[C:16](O)=[O:17])=[O:14])[C:10]2[C:5](=[CH:6][CH:7]=[CH:8][CH:9]=2)[CH:4]=[CH:3][CH:2]=1.C(N1C=CN=C1)(N1C=CN=C1)=O.ClCCl.[NH2:41][C@H:42]([C:49]([NH:51][C@H:52]([CH:57]=[N:58][NH:59][C:60]([NH2:62])=[O:61])[CH2:53][CH:54]([CH3:56])[CH3:55])=[O:50])[CH2:43][C:44]1[N:48]=[CH:47][NH:46][CH:45]=1>CN(C)C=O.C(N(CC)CC)C>[C:1]1([CH2:11][NH:12][C:13]([CH:15]([CH2:19][C:20]2[CH:25]=[CH:24][CH:23]=[CH:22][CH:21]=2)[C:16]([NH:41][C@H:42]([C:49]([NH:51][C@H:52]([CH:57]=[N:58][NH:59][C:60]([NH2:62])=[O:61])[CH2:53][CH:54]([CH3:56])[CH3:55])=[O:50])[CH2:43][C:44]2[N:48]=[CH:47][NH:46][CH:45]=2)=[O:17])=[O:14])[C:10]2[C:5](=[CH:6][CH:7]=[CH:8][CH:9]=2)[CH:4]=[CH:3][CH:2]=1. Procedure: A mixture of 102 mg of (±)-2-(1-naphthylmethylcarbamoyl)-3-phenylpropionic acid and 50 mg of 1,1'-carbonyldiimidazole was added to 5 ml of dichloromethane, and the mixture was stirred for 40 minutes at room temperature. The reaction mixture was added to a solution of 202 mg of L-histidyl-L-leucinal semicarbazone.2p-toluenesulfonic acid salt and 0.09 ml of triethylamine in 3 ml of N,N-dimethylformamide, and the mixture was stirred overnight at room temperature. The reaction mixture was concentrat... Starting materials: C(=O)(N1C=NC=C1)N1C=NC=C1 (carbonyldiimidazole), [C@H]1(CC2=CC=CC3=CC=CC1=C23)N2CCC(CC2)NC=2C(=CC=CC2)N ((R)—N-[1-(Acenaphthen-1-yl)piperidin-4-yl]-benzene-1,2-diamine), O (water). Solvent: C1CCOC1 (THF). Run at time 2 hour. The product is [C@H]1(CC2=CC=CC3=CC=CC1=C23)N2CCC(CC2)N2C(NC3=C2C=CC=C3)=O ((R)-1-[1-(acenaphthen-1-yl)piperidin-4-yl]-1,3-dihydro-2H-benzoimidazol-2-one). The yield is 91.6%. As a reaction SMILES: [C@H:1]1([N:13]2[CH2:18][CH2:17][CH:16]([NH:19][C:20]3[C:21]([NH2:26])=[CH:22][CH:23]=[CH:24][CH:25]=3)[CH2:15][CH2:14]2)[C:11]2=[C:12]3[C:7](=[CH:8][CH:9]=[CH:10]2)[CH:6]=[CH:5][CH:4]=[C:3]3[CH2:2]1.[C:27](N1C=CN=C1)(N1C=CN=C1)=[O:28].O>C1COCC1>[C@H:1]1([N:13]2[CH2:14][CH2:15][CH:16]([N:19]3[C:20]4[CH:25]=[CH:24][CH:23]=[CH:22][C:21]=4[NH:26][C:27]3=[O:28])[CH2:17][CH2:18]2)[C:11]2=[C:12]3[C:7](=[CH:8][CH:9]=[CH:10]2)[CH:6]=[CH:5][CH:4]=[C:3]3[CH2:2]1. Reported procedure: (R)-Acenaphthen-1-yl-amine•hydrochloride (25 g) was dissolved in water (200 ml) and the mixture was alkalified with potassium carbonate and extracted with chloroform. The extract was washed with water and saturated brine, dried over magnesium sulfate, and concentrated. The obtained (R)-acenaphthen-1-yl-amine (21 g, 124 mmol) was dissolved in ethanol (200 ml). Potassium carbonate (2.5 g, 18 mmol) and 1-ethyl-1-methyl-4-oxopiperidinium iodide (40 g) dissolved in water (100 ml) was added and the mi... The reactants are Cl.COC1=CC2=C(C(CNCC2)C2=CC=CC=C2)C=C1S(N)(=O)=O (7-Methoxy-1-phenyl-8-sulfamoyl-2,3,4,5-tetrahydro-1H-3-benzazepine hydrochloride), Br (hydrobromic acid). The product is Br.OC1=CC2=C(C(CNCC2)C2=CC=CC=C2)C=C1S(N)(=O)=O (7-hydroxy-1-phenyl-8-sulfamoyl-2,3,4,5-tetrahydro-1H-3-benzazepine hydrobromide). As a reaction SMILES: Cl.C[O:3][C:4]1[C:20]([S:21](=[O:24])(=[O:23])[NH2:22])=[CH:19][C:7]2[CH:8]([C:13]3[CH:18]=[CH:17][CH:16]=[CH:15][CH:14]=3)[CH2:9][NH:10][CH2:11][CH2:12][C:6]=2[CH:5]=1.[BrH:25]>>[BrH:25].[OH:3][C:4]1[C:20]([S:21](=[O:23])(=[O:24])[NH2:22])=[CH:19][C:7]2[CH:8]([C:13]3[CH:14]=[CH:15][CH:16]=[CH:17][CH:18]=3)[CH2:9][NH:10][CH2:11][CH2:12][C:6]=2[CH:5]=1 |f:0.1,3.4|. Procedure: 7-Methoxy-1-phenyl-8-sulfamoyl-2,3,4,5-tetrahydro-1H-3-benzazepine hydrochloride is treated with hydrobromic acid by the procedure of Example 2 to give 7-hydroxy-1-phenyl-8-sulfamoyl-2,3,4,5-tetrahydro-1H-3-benzazepine hydrobromide.